Dataset: the Open Reaction Database (ORD), a public repository of structured organic reaction records. Task: describe an organic reaction: reactants, conditions, products, and yield The reactants are C1(=CC=CS1)C(=O)C=1C=C(C=CC1)NC(=O)C=1C=CN2C(SCC21)C=2C=NC=CC2 (N-[3-(2-thenoyl)phenyl]-3-(3-pyridyl)1H,3H-pyrrolo[1,2-c]thiazole-7-carboxamide), Stannous chloride, C1(=CC=CS1)C(=O)C=1C=C(C=CC1)[N+](=O)[O-] (3-(2-thenoyl)nitrobenzene), solution, Cl (hydrogen chloride), C(C)O (ethanol), [OH-].[Na+] (sodium hydroxide). Solvent: dihydrate, C(C)OCC (diethyl ether), O (water). Reaction conditions: temperature 4 celsius, time 1 hour. The product is C1=C(C=CS1)C(=O)C1=C(N)C=CC=C1 (2-(3-Thenoyl)aniline). Reaction SMILES: C1(C([C:8]2[CH:9]=[C:10]([NH:14]C(C3C=CN4C=3CSC4C3C=NC=CC=3)=O)[CH:11]=[CH:12][CH:13]=2)=O)SC=CC=1.[C:31]1(C(C2C=C([N+]([O-])=O)C=CC=2)=O)[S:35][CH:34]=[CH:33]C=1.Cl.[OH-].[Na+].[CH2:50]([OH:52])[CH3:51]>C(OCC)C.O>[CH:31]1[S:35][CH:34]=[CH:33][C:51]=1[C:50]([C:11]1[CH:12]=[CH:13][CH:8]=[CH:9][C:10]=1[NH2:14])=[O:52] |f:3.4|. Procedure details: The 3-(2-thenoyl)aniline may be prepared as follows: Stannous chloride in the dihydrate form (22.8 g) is added, at a temperature in the vicinity of 4° C., to a suspension of 3-(2-thenoyl)nitrobenzene (6.8 g) in a 3.7N solution (130 cc) of hydrogen chloride in ethanol, in the course of 40 minutes. After stirring at a temperature in the vicinity of 4° C. for 1 hour and then at a temperature in the vicinity of 20° C. for 1 hour, the solution obtained is heated at a temperature in the vicinity of 78... Reactants: O1C2=C(CC1)C=C1CCCCC1=C2 (2,3,5,6,7,8-Hexahydronaphtho[2,3-b]furan), C(C)(=O)O (acetic acid). Run in C(CC)(=O)O (propionic acid). Reaction conditions: temperature 5 celsius. The product is O1C2=C(CC1)C=C1C(CCCC1=C2)=O (2,3,5,6,7,8-Hexahydronaphtho[2,3-b]furan-5-one). Reaction SMILES: [O:1]1[CH2:5][CH2:4][C:3]2[CH:6]=[C:7]3[C:12](=[CH:13][C:2]1=2)[CH2:11][CH2:10][CH2:9][CH2:8]3.C(O)(=[O:16])C>C(O)(=O)CC>[O:1]1[CH2:5][CH2:4][C:3]2[CH:6]=[C:7]3[C:12](=[CH:13][C:2]1=2)[CH2:11][CH2:10][CH2:9][C:8]3=[O:16]. Reported procedure: 30 g of the compound of Example 16 are dissolved in 130 ml of acetic acid and 32 ml of propionic acid, and then cooled to between 0° and 5° C. A solution of Jones's reagent is added, the temperature being maintained at approximately 5° C. The mixture, maintained for one hour at this temperature, is concentrated under vacuum and then taken up with sodium bicarbonate solution in the presence of ether. After filtration, the ether phase is decanted and washed with saturated sodium chloride solution ... Reactants: Cc1cc(Br)ccc1C(=O)CCC1c2ccccc2Oc2ccccc21, [C-]#N, CN(C)C=O, [Cl-], Cl, O. Product: Cc1cc(C#N)ccc1C(=O)CCC1c2ccccc2Oc2ccccc21. Reaction SMILES: [Br:3][c:4]1[cH:5][c:6]([CH3:28])[c:7]([C:10]([CH2:11][CH2:12][CH:13]2[c:14]3[cH:15][cH:16][cH:17][cH:18][c:19]3[O:20][c:21]3[cH:22][cH:23][cH:24][cH:25][c:26]32)=[O:27])[cH:8][cH:9]1.[C-:1]#[N:2].[CH3:30][N:31]([CH3:32])[CH:33]=[O:34].[Cl-:29].[ClH:35].[OH2:36]>>[C:1](#[N:2])[c:4]1[cH:5][c:6]([CH3:28])[c:7]([C:10]([CH2:11][CH2:12][CH:13]2[c:14]3[cH:15][cH:16][cH:17][cH:18][c:19]3[O:20][c:21]3[cH:22][cH:23][cH:24][cH:25][c:26]32)=[O:27])[cH:8][cH:9]1. The reactants are [BH4-], CCO, Cl, [Na+], [Na+], [OH-], O, CC(C)(C)c1cc(C=NCCNC(=O)c2ccccc2O)c(O)c(C(C)(C)C)c1. Product: CC(C)(C)c1cc(CNCCNC(=O)c2ccccc2O)c(O)c(C(C)(C)C)c1. Reaction SMILES: [BH4-:32].[CH3:35][CH2:36][OH:37].[ClH:34].[Na+:2].[Na+:33].[OH-:1].[OH2:38].[OH:3][c:4]1[c:5]([C:6](=[O:7])[NH:8][CH2:9][CH2:10][N:11]=[CH:12][c:13]2[c:14]([OH:27])[c:15]([C:23]([CH3:24])([CH3:25])[CH3:26])[cH:16][c:17]([C:19]([CH3:20])([CH3:21])[CH3:22])[cH:18]2)[cH:28][cH:29][cH:30][cH:31]1>>[OH:3][c:4]1[c:5]([C:6](=[O:7])[NH:8][CH2:9][CH2:10][NH:11][CH2:12][c:13]2[c:14]([OH:27])[c:15]([C:23]([CH3:24])([CH3:25])[CH3:26])[cH:16][c:17]([C:19]([CH3:20])([CH3:21])[CH3:22])[cH:18]2)[cH:28][cH:29][cH:30][cH:31]1. Reactants: BrCC1=CC=C(C(=O)O)C=C1 (p-bromomethylbenzoic acid), O1CCCC=C1 (dihydropyran), C1(=CC=C(C=C1)S(=O)(=O)[O-])C.[NH+]1=CC=CC=C1 (pyridinium p-toluenesulfonate). Run in mixed solvent, C(Cl)Cl (methylene chloride), C1CCOC1 (THF). Conditions: time 6 hour. The product is BrCC1=CC=C(C(=O)OC2OCCCC2)C=C1 (tetrahydropyranyl p-bromomethylbenzoate). Yield: 57.5%. RXN SMILES: [Br:1][CH2:2][C:3]1[CH:11]=[CH:10][C:6]([C:7]([OH:9])=[O:8])=[CH:5][CH:4]=1.[O:12]1[CH:17]=[CH:16][CH2:15][CH2:14][CH2:13]1.C1(C)C=CC(S([O-])(=O)=O)=CC=1.[NH+]1C=CC=CC=1>C(Cl)Cl.C1COCC1>[Br:1][CH2:2][C:3]1[CH:11]=[CH:10][C:6]([C:7]([O:9][CH:13]2[CH2:14][CH2:15][CH2:16][CH2:17][O:12]2)=[O:8])=[CH:5][CH:4]=1 |f:2.3|. Procedure: In 70 ml of a mixed solvent of methylene chloride and THF were dissolved 5 g of p-bromomethylbenzoic acid, 10 g of dihydropyran and 585 mg of pyridinium p-toluenesulfonate, and reaction was carried out at room temperature for 6 hours. The reaction mixture was washed with a saturated aqueous sodium hydrogencarbonate solution and saturated aqueous sodium chloride solution, and was concentrated and recrystallized from an n-hexane/ethyl acetate/chloroform mixed solvent to obtain 4.0 g of tetrahydrop... Reactants: O=C1NC2=CC=C(C=C2C1)C#N (2-oxoindoline-5-carbonitrile), [H-].[Na+] (sodium hydride), ClC1=NC=C(C(=O)N(C)OC)C=C1 (6-chloro-N-methoxy-N-methylnicotinamide). Product: C(#N)C=1C=C2C(=C(NC2=CC1)O)C1=NC=C(C(=O)N(C)OC)C=C1 (6-(5-Cyano-2-hydroxy-1H-indol-3-yl)-N-methoxy-N-methylnicotin-amide). Reaction conditions: time 60 minute. Procedure: To a solution of 473 mg (2.99 mmol) of 2-oxoindoline-5-carbonitrile in DMF (10 mL) were added 229 mg (5.73 mmol) of sodium hydride (60% on mineral oil) as a solid. After stirring the resulting suspension for 60 min at RT, a solution of 500 mg (2.49 mmol) of 6-chloro-N-methoxy-N-methylnicotinamide from example 1.1 in DMF (10 mL) was added slowly and the mixture was stirred for 80 min at 120° C. The reaction was cooled down to RT and a saturated solution of NH4CL (40 mL) was added and the resultin... The solvent is CN(C)C=O (DMF), CN(C)C=O (DMF). Yield: 33.0%. As a reaction SMILES: [O:1]=[C:2]1[CH2:10][C:9]2[C:4](=[CH:5][CH:6]=[C:7]([C:11]#[N:12])[CH:8]=2)[NH:3]1.[H-].[Na+].Cl[C:16]1[CH:27]=[CH:26][C:19]([C:20]([N:22]([O:24][CH3:25])[CH3:23])=[O:21])=[CH:18][N:17]=1>CN(C=O)C>[C:11]([C:7]1[CH:8]=[C:9]2[C:4](=[CH:5][CH:6]=1)[NH:3][C:2]([OH:1])=[C:10]2[C:16]1[CH:27]=[CH:26][C:19]([C:20]([N:22]([O:24][CH3:25])[CH3:23])=[O:21])=[CH:18][N:17]=1)#[N:12] |f:1.2|.